Dataset: the Open Reaction Database (ORD), a public repository of structured organic reaction records. Task: describe an organic reaction: reactants, conditions, products, and yield Reactants: ClC1=CC=C(C=C1)C1(CCC1)C(=O)N1CC(CCC1)COS(=O)(=O)C (Methanesulfonic acid 1-[1-(4-chloro-phenyl)-cyclobutanecarbonyl]-piperidin-3-ylmethyl ester), FC1=C(C=CC=C1)N1CCNCC1 (1-(2-fluorophenyl)piperazine), C([O-])([O-])=O.[Cs+].[Cs+] (cesium carbonate). Yields the product ClC1=CC=C(C=C1)C1(CCC1)C(=O)N1CC(CCC1)CN1CCN(CC1)C1=C(C=CC=C1)F ([1-(4-Chloro-phenyl)-cyclobutyl]-{3-[4-(2-fluoro-phenyl)-piperazin-1-ylmethyl]-piperidin-1-yl}-methanone). Yield: 45.8%. As a reaction SMILES: [Cl:1][C:2]1[CH:7]=[CH:6][C:5]([C:8]2([C:12]([N:14]3[CH2:19][CH2:18][CH2:17][CH:16]([CH2:20]OS(C)(=O)=O)[CH2:15]3)=[O:13])[CH2:11][CH2:10][CH2:9]2)=[CH:4][CH:3]=1.[F:26][C:27]1[CH:32]=[CH:31][CH:30]=[CH:29][C:28]=1[N:33]1[CH2:38][CH2:37][NH:36][CH2:35][CH2:34]1.C(=O)([O-])[O-].[Cs+].[Cs+]>>[Cl:1][C:2]1[CH:7]=[CH:6][C:5]([C:8]2([C:12]([N:14]3[CH2:19][CH2:18][CH2:17][CH:16]([CH2:20][N:36]4[CH2:35][CH2:34][N:33]([C:28]5[CH:29]=[CH:30][CH:31]=[CH:32][C:27]=5[F:26])[CH2:38][CH2:37]4)[CH2:15]3)=[O:13])[CH2:11][CH2:10][CH2:9]2)=[CH:4][CH:3]=1 |f:2.3.4|. Procedure details: Compound 8 was prepared using the method described in Example 3, starting with compound 2 (1.0 g, 2.60 mmol), 1-(2-fluorophenyl)piperazine (0.51 g, 2.86 mmol), and cesium carbonate (1.27 g, 3.90 mmol) to give 8 (0.56 g, 46%); C27H33ClFN3O, LRMS (m/z)=471 (MH+). Starting materials: COC(=O)c1cc(C)sc1NC(=O)C(C)C, [I-], [Li+], O, O, Cc1cc(C)nc(C)c1. The product is Cc1ccc(NC(=O)C(C)C)s1. As a reaction SMILES: [C:1]([O:2][CH3:3])(=[O:4])[c:5]1[c:6]([NH:11][C:12]([CH:13]([CH3:14])[CH3:15])=[O:16])[s:7][c:8]([CH3:10])[cH:9]1.[I-:19].[Li+:20].[OH2:17].[OH2:18].[n:21]1[c:22]([CH3:23])[cH:24][c:25]([CH3:26])[cH:27][c:28]1[CH3:29]>>[cH:5]1[c:6]([NH:11][C:12]([CH:13]([CH3:14])[CH3:15])=[O:16])[s:7][c:8]([CH3:10])[cH:9]1. Starting materials: BrC=1C=2C3=C(C(NC3=CC1)=O)C=CC2 (6-bromobenz(cd)indol-2one), cuprous cyanide, CN(C=O)C (dimethylformamide). Yields the product C(#N)C=1C=2C3=C(C(NC3=CC1)=O)C=CC2 (6-cyanobenz (cd)indol-2-one). RXN SMILES: Br[C:2]1[C:3]2[C:4]3[C:8](=[CH:9][CH:10]=1)[NH:7][C:6](=[O:11])[C:5]=3[CH:12]=[CH:13][CH:14]=2.[CH3:15][N:16](C)C=O>>[C:15]([C:2]1[C:3]2[C:4]3[C:8](=[CH:9][CH:10]=1)[NH:7][C:6](=[O:11])[C:5]=3[CH:12]=[CH:13][CH:14]=2)#[N:16]. Procedure details: A mixture consisting of 9.9 grams of 6-bromobenz(cd)indol-2one, 5 grams of cuprous cyanide and 100 ml of dry dimethylformamide was stirred and heated under reflux for 20 hours. The hot mixture was filtered, and the filtrate, after cooling, gave 3.2 grams of 6-cyanobenz (cd)indol-2-one, m.p. 315° C., with decomposition. Treatment of the latter compound with 2.2 grams of phosphorous pentasulfide in 100 ml of refluxing pyridine for 18 hours, concentrating to dryness and treating with water gave 2.8... Reactants: BrCCCCCCBr, c1ccc(CSc2ccccc2)cc1, CCOC(C)=O, CCOCC, CC(C)O, C1CCOC1. Yields the product BrCCCCCCC(Sc1ccccc1)c1ccccc1. As a reaction SMILES: [Br:15][CH2:16][CH2:17][CH2:18][CH2:19][CH2:20][CH2:21][Br:22].[CH2:1]([c:2]1[cH:3][cH:4][cH:5][cH:6][cH:7]1)[S:8][c:9]1[cH:10][cH:11][cH:12][cH:13][cH:14]1.[CH3:28][CH2:29][O:30][C:31](=[O:32])[CH3:33].[CH3:34][CH2:35][O:36][CH2:37][CH3:38].[CH3:39][CH:40]([OH:41])[CH3:42].[O:23]1[CH2:24][CH2:25][CH2:26][CH2:27]1>>[CH:1]([c:2]1[cH:3][cH:4][cH:5][cH:6][cH:7]1)([S:8][c:9]1[cH:10][cH:11][cH:12][cH:13][cH:14]1)[CH2:21][CH2:20][CH2:19][CH2:18][CH2:17][CH2:16][Br:15]. Starting materials: Cl, [N-]=[N+]=[N-], [N-]=[N+]=[N-], CC1(CN=[N+]=[N-])Cc2cc(Cl)cc(-c3cccs3)c2O1, [Na+], Cc1ccc(S(=O)(=O)[O-])cc1. Yields the product CC1(CN)Cc2cc(Cl)cc(-c3cccs3)c2O1. RXN SMILES: [ClH:39].[N-:13]=[N+:14]=[N-:15].[N-:36]=[N+:37]=[N-:38].[N:16](=[N+:17]=[N-:18])[CH2:19][C:20]1([CH3:35])[O:21][c:22]2[c:23]([cH:25][c:26]([Cl:34])[cH:27][c:28]2-[c:29]2[s:30][cH:31][cH:32][cH:33]2)[CH2:24]1.[Na+:12].[O-:1][S:2]([c:3]1[cH:4][cH:5][c:6]([CH3:7])[cH:8][cH:9]1)(=[O:10])=[O:11]>>[NH2:16][CH2:19][C:20]1([CH3:35])[O:21][c:22]2[c:23]([cH:25][c:26]([Cl:34])[cH:27][c:28]2-[c:29]2[s:30][cH:31][cH:32][cH:33]2)[CH2:24]1. Reactants: F[B-](F)(F)F, COCC(=O)O, CCN(C(C)C)C(C)C, CN(C)C=O, c1ccc(C(c2ccccc2)N2CC(N3CCNCC3)C2)cc1, CN(C)C(On1nnc2ccccc21)=[N+](C)C. The product is COCC(=O)N1CCN(C2CN(C(c3ccccc3)c3ccccc3)C2)CC1. As a reaction SMILES: [B-:39]([F:40])([F:41])([F:42])[F:43].[CH3:24][O:25][CH2:26][C:27](=[O:28])[OH:29].[CH:30]([N:31]([CH2:32][CH3:33])[CH:34]([CH3:35])[CH3:36])([CH3:37])[CH3:38].[O:61]=[CH:62][N:63]([CH3:64])[CH3:65].[c:1]1([CH:7]([N:8]2[CH2:9][CH:10]([N:12]3[CH2:13][CH2:14][NH:15][CH2:16][CH2:17]3)[CH2:11]2)[c:18]2[cH:19][cH:20][cH:21][cH:22][cH:23]2)[cH:2][cH:3][cH:4][cH:5][cH:6]1.[n:44]1([O:45][C:46]([N:47]([CH3:48])[CH3:49])=[N+:50]([CH3:51])[CH3:52])[c:53]2[cH:54][cH:55][cH:56][cH:57][c:58]2[n:59][n:60]1>>[c:1]1([CH:7]([N:8]2[CH2:9][CH:10]([N:12]3[CH2:13][CH2:14][N:15]([C:27]([CH2:26][O:25][CH3:24])=[O:28])[CH2:16][CH2:17]3)[CH2:11]2)[c:18]2[cH:19][cH:20][cH:21][cH:22][cH:23]2)[cH:2][cH:3][cH:4][cH:5][cH:6]1. Reactants: O=C(OCc1ccccc1)N1CCCC(CBr)C1, [Na+], [Na+], C1COCCO1, O, O=S([O-])[O-]. Product: O=C(OCc1ccccc1)N1CCCC(CS(=O)(=O)O)C1. As a reaction SMILES: [Br:7][CH2:8][CH:9]1[CH2:10][N:11]([C:15](=[O:16])[O:17][CH2:18][c:19]2[cH:20][cH:21][cH:22][cH:23][cH:24]2)[CH2:12][CH2:13][CH2:14]1.[Na+:5].[Na+:6].[O:26]1[CH2:27][CH2:28][O:29][CH2:30][CH2:31]1.[OH2:25].[S:1](=[O:2])([O-:3])[O-:4]>>[S:1](=[O:2])(=[O:3])([OH:4])[CH2:8][CH:9]1[CH2:10][N:11]([C:15](=[O:16])[O:17][CH2:18][c:19]2[cH:20][cH:21][cH:22][cH:23][cH:24]2)[CH2:12][CH2:13][CH2:14]1. Reactants: ClC(C(=O)C1=CC=C2CN(C3=C(CN21)C=CC=C3)C(C3=CC=C(C=C3)C3CCCCC3)=O)(Cl)Cl (2,2,2-Trichloro-1-[10-(4-cyclohexyl-benzoyl)-10,11-dihydro-5H-pyrrolo[2,1-c][1,4]benzodiazepin-3-yl]-1-ethanone), [OH-].[Na+] (sodium hydroxide). Run in CC(=O)C (acetone). The product is C1(CCCCC1)C1=CC=C(C(=O)N2CC=3N(CC4=C2C=CC=C4)C(=CC3)C(=O)O)C=C1 (10-(4-Cyclohexyl-benzoyl)-10,11-dihydro-5H-pyrrolo[2,1 c][1,4]benzodiazepine-3-carboxylic acid). Reaction SMILES: ClC(Cl)(Cl)[C:3]([C:5]1[N:14]2[C:8]([CH2:9][N:10]([C:19](=[O:32])[C:20]3[CH:25]=[CH:24][C:23]([CH:26]4[CH2:31][CH2:30][CH2:29][CH2:28][CH2:27]4)=[CH:22][CH:21]=3)[C:11]3[CH:18]=[CH:17][CH:16]=[CH:15][C:12]=3[CH2:13]2)=[CH:7][CH:6]=1)=[O:4].[OH-:35].[Na+]>CC(C)=O>[CH:26]1([C:23]2[CH:22]=[CH:21][C:20]([C:19]([N:10]3[C:11]4[CH:18]=[CH:17][CH:16]=[CH:15][C:12]=4[CH2:13][N:14]4[C:5]([C:3]([OH:35])=[O:4])=[CH:6][CH:7]=[C:8]4[CH2:9]3)=[O:32])=[CH:25][CH:24]=2)[CH2:27][CH2:28][CH2:29][CH2:30][CH2:31]1 |f:1.2|. Procedure details: 2,2,2-Trichloro-1-[(10-cyclohexylbenzoyl)-10,11-dihydro-5H-pyrrolo[2,1-c][1,4]bernzodiazepin-3-yl]-ethanone of Example 7 (5.83 g) was added to a mixture of acetone (100 mL) and 2.5 N sodium hydroxide (8.5 mL). The reaction mixture was refluxed for one hour and then evaporated to dryness. Water was added to the residue and the solution was extracted with dichloromethane. The aqueous layer was acidified with glacial acetic acid and evaporated to dryness. The residual oil crystallized to provide th... Reactants: C(C)(C)(C)N=C=O (tert-butyl isocyanate), C(C)(C)(C)N=C=O (tert-butyl isocyanate), OC1=CC=C(C=C1)CCOC1=CC=C(C=O)C=C1 (4-[2-(4-hydroxyphenyl)ethoxy]benzaldehyde), [H-].[Na+] (sodium hydride). Solvent: O1CCCC1 (tetrahydrofuran), O1CCCC1 (tetrahydrofuran). Reaction conditions: temperature 0 celsius. Yields the product C(C)(C)(C)NC(OC1=CC=C(C=C1)CCOC1=CC=C(C=C1)C=O)=O (4-[2-(4-formylphenoxy)ethyl]phenyl N-(tert-butyl)carbamate). The yield is 83.7%. RXN SMILES: [OH:1][C:2]1[CH:7]=[CH:6][C:5]([CH2:8][CH2:9][O:10][C:11]2[CH:18]=[CH:17][C:14]([CH:15]=[O:16])=[CH:13][CH:12]=2)=[CH:4][CH:3]=1.[H-].[Na+].[C:21]([N:25]=[C:26]=[O:27])([CH3:24])([CH3:23])[CH3:22]>O1CCCC1>[C:21]([NH:25][C:26](=[O:27])[O:1][C:2]1[CH:7]=[CH:6][C:5]([CH2:8][CH2:9][O:10][C:11]2[CH:12]=[CH:13][C:14]([CH:15]=[O:16])=[CH:17][CH:18]=2)=[CH:4][CH:3]=1)([CH3:24])([CH3:23])[CH3:22] |f:1.2|. Procedure: 0.5 g (2.1 mmole) 4-[2-(4-hydroxyphenyl)ethoxy]benzaldehyde was dissolved in tetrahydrofuran, cooled to 0° C. and 0.092 g (2.1 mmole) sodium hydride in tetrahydrofuiran was added. The reaction mixture was stirred until gas development ceased, then 0.4 g (4 mmole) tert-butyl isocyanate in tetrahydrofuran was added and the temperature was allowed to rise to room temperature. The reaction was followed by TLC. More 0.4 g (4 mmole) tert-butyl isocyanate was added. After 3 days the reaction was quench... As a reaction SMILES: [CH2:1]([O:3][C:4]([C@@H:6]1[N:10]([CH3:11])[C:9](=[O:12])[CH2:8][C@@H:7]1[C:13]1[CH:18]=[CH:17][C:16]([N+:19]([O-])=O)=[CH:15][CH:14]=1)=[O:5])[CH3:2]>CCOC(C)=O.[Pd]>[CH2:1]([O:3][C:4]([C@@H:6]1[N:10]([CH3:11])[C:9](=[O:12])[CH2:8][C@@H:7]1[C:13]1[CH:14]=[CH:15][C:16]([NH2:19])=[CH:17][CH:18]=1)=[O:5])[CH3:2]. The product is C(C)OC(=O)[C@H]1[C@H](CC(N1C)=O)C1=CC=C(C=C1)N ((±)-(4R*,5R*)-5-ethoxycarbonyl-1-methyl-4-(4-aminophenyl)pyrrolidin-2-one). Isolated yield 92.4%. Reagents/catalysts: [Pd] (palladium on carbon). Starting materials: C(C)OC(=O)[C@H]1[C@H](CC(N1C)=O)C1=CC=C(C=C1)[N+](=O)[O-] ((±)-(4R*,5R*)-5-ethoxycarbonyl-1-methyl-4-(4-nitrophenyl)pyrrolidin-2-one). Reaction conditions: time 18 hour. Solvent: CCOC(=O)C (EtOAc). Procedure details: A solution of (±)-(4R*,5R*)-5-ethoxycarbonyl-1-methyl-4-(4-nitrophenyl)pyrrolidin-2-one (2.00 g, 6.85 mmol) in EtOAc (15 mL) was added to an argon flushed flask containing 10% palladium on carbon (160 mg). The resulting mixture was placed under an atmosphere of H2 and stirred for 18 h. The reaction mixture then was filtered through a pad of Celite®. The filtrate was concentrated under reduced pressure to give (±)-(4R*,5R*)-5-ethoxycarbonyl-1-methyl-4-(4-aminophenyl)pyrrolidin-2-one (1.66 g, 92%)...